From a dataset of the Open Reaction Database (ORD), a public repository of structured organic reaction records. describe an organic reaction: reactants, conditions, products, and yield Reactants: FC1=CC(=C(C=C1)N)N (4-fluorophenylenediamine), N(=C=S)C1CCCC2=CC=CC=C12 (1-isothiocyanato-1,2,3,4-tetrahydronaphthalene). Yields the product FC1=CC2=C(N=C(N2)NC2CCCC3=CC=CC=C23)C=C1 (N-(5-Fluorobenzimidazol-2-yl)-1,2,3,4-tetrahydro-1-naphthylamine). As a reaction SMILES: [F:1][C:2]1[CH:7]=[CH:6][C:5]([NH2:8])=[C:4]([NH2:9])[CH:3]=1.[N:10]([CH:13]1[C:22]2[C:17](=[CH:18][CH:19]=[CH:20][CH:21]=2)[CH2:16][CH2:15][CH2:14]1)=[C:11]=S>>[F:1][C:2]1[CH:7]=[CH:6][C:5]2[N:8]=[C:11]([NH:10][CH:13]3[C:22]4[C:17](=[CH:18][CH:19]=[CH:20][CH:21]=4)[CH2:16][CH2:15][CH2:14]3)[NH:9][C:4]=2[CH:3]=1. Procedure details: The title compound was prepared from 4-fluorophenylenediamine and 1-isothiocyanato-1,2,3,4-tetrahydronaphthalene by Procedure D. The title compound was isolated by column chromatography as the free base and as a mixture of enantiomers (solid, mp 220-221° C.). MS(ES+) m/z 282 ([M+1]+, 100). The reactants are CC(C)(C)OC(=O)CBr, O=C([O-])[O-], CN(C)C=O, [K+], [K+], Nc1ncnc2c1c(-c1ccc(Oc3ccccc3)cc1)nn2C1CCNCC1. Product: CC(C)(C)OC(=O)CN1CCC(n2nc(-c3ccc(Oc4ccccc4)cc3)c3c(N)ncnc32)CC1. Reaction SMILES: [Br:36][CH2:37][C:38](=[O:39])[O:40][C:41]([CH3:42])([CH3:43])[CH3:44].[C:30](=[O:31])([O-:32])[O-:33].[CH3:45][N:46]([CH3:47])[CH:48]=[O:49].[K+:34].[K+:35].[O:1]([c:2]1[cH:3][cH:4][cH:5][cH:6][cH:7]1)[c:8]1[cH:9][cH:10][c:11](-[c:14]2[n:15][n:16]([CH:24]3[CH2:25][CH2:26][NH:27][CH2:28][CH2:29]3)[c:17]3[n:18][cH:19][n:20][c:21]([NH2:23])[c:22]23)[cH:12][cH:13]1>>[O:1]([c:2]1[cH:3][cH:4][cH:5][cH:6][cH:7]1)[c:8]1[cH:9][cH:10][c:11](-[c:14]2[n:15][n:16]([CH:24]3[CH2:25][CH2:26][N:27]([CH2:37][C:38](=[O:39])[O:40][C:41]([CH3:42])([CH3:43])[CH3:44])[CH2:28][CH2:29]3)[c:17]3[n:18][cH:19][n:20][c:21]([NH2:23])[c:22]23)[cH:12][cH:13]1. The reactants are aqueous solution, [OH-].[Na+] (sodium hydroxide), aqueous solution, [OH-].[Na+] (sodium hydroxide), FC1=CC=C(C=C1)CC(C(=O)O)=O (p-fluorophenylpyruvic acid), CI (methyl iodide), Cl (hydrochloric acid). The solvent is CO (methanol). Reaction conditions: time 14 hour. Yields the product O=C(C(=O)[O-])C(C)C1=CC=C(C=C1)F.[Na+] (sodium 2-oxo-3-(p-fluorophenyl)butanoate), solid. Isolated yield 26.0%. RXN SMILES: [OH-].[Na+:2].[F:3][C:4]1[CH:9]=[CH:8][C:7]([CH2:10][C:11](=[O:15])[C:12]([OH:14])=[O:13])=[CH:6][CH:5]=1.[CH3:16]I.Cl>CO>[O:15]=[C:11]([CH:10]([C:7]1[CH:6]=[CH:5][C:4]([F:3])=[CH:9][CH:8]=1)[CH3:16])[C:12]([O-:14])=[O:13].[Na+:2] |f:0.1,6.7|. Reported procedure: A 3N aqueous solution of sodium hydroxide (5.0 ml, 15 mmoles) and 20 ml of methanol were added to p-fluorophenylpyruvic acid (0.92 g, 5.0 mmoles) to form a solution. Then, 2.0 ml of methyl iodide was added, and the mixture was stirred at room temperature for 14 hours. The reaction mixture was acidified with 1N hydrochloric acid, and extracted with three 30 ml portions of ether. The ether layers were dried over magnesium sulfate, and concentrated under reduced pressure to give a pale yellowish wh... Starting materials: CN1N=CC(=C1C1=CC=CC=C1)C(=O)O (1-methyl-5-phenyl-1H-pyrazole-4-carboxylic acid), C(C(=O)Cl)(=O)Cl (oxalyl chloride), CN(C=O)C (N,N-dimethylformamide), NC=1C=C(OC2=C(C3=C(N=C(S3)NC(=O)C3CC3)C=C2)C#N)C=CC1 (N-[6-(3-Aminophenoxy)-7-cyano-1,3-benzothiazol-2-yl]cyclopropanecarboxamide). The solvent is O1CCCC1 (tetrahydrofuran), C(C)(=O)OCC (ethyl acetate). Run at time 1 hour. Yields the product C(#N)C1=C(C=CC=2N=C(SC21)NC(=O)C2CC2)OC=2C=C(C=CC2)NC(=O)C=2C=NN(C2C2=CC=CC=C2)C (N-[3-({7-cyano-2-[(cyclopropylcarbonyl)amino]-1,3-benzothiazol-6-yl}oxy)phenyl]-1-methyl-5-phenyl-1H-pyrazole-4-carboxamide). The yield is 67.3%. Reaction SMILES: [CH3:1][N:2]1[C:6]([C:7]2[CH:12]=[CH:11][CH:10]=[CH:9][CH:8]=2)=[C:5]([C:13]([OH:15])=O)[CH:4]=[N:3]1.C(Cl)(=O)C(Cl)=O.CN(C)C=O.[NH2:27][C:28]1[CH:29]=[C:30]([CH:49]=[CH:50][CH:51]=1)[O:31][C:32]1[CH:46]=[CH:45][C:35]2[N:36]=[C:37]([NH:39][C:40]([CH:42]3[CH2:44][CH2:43]3)=[O:41])[S:38][C:34]=2[C:33]=1[C:47]#[N:48]>O1CCCC1.C(OCC)(=O)C>[C:47]([C:33]1[C:34]2[S:38][C:37]([NH:39][C:40]([CH:42]3[CH2:43][CH2:44]3)=[O:41])=[N:36][C:35]=2[CH:45]=[CH:46][C:32]=1[O:31][C:30]1[CH:29]=[C:28]([NH:27][C:13]([C:5]2[CH:4]=[N:3][N:2]([CH3:1])[C:6]=2[C:7]2[CH:8]=[CH:9][CH:10]=[CH:11][CH:12]=2)=[O:15])[CH:51]=[CH:50][CH:49]=1)#[N:48]. Reported procedure: To a solution of 1-methyl-5-phenyl-1H-pyrazole-4-carboxylic acid (55 mg, 0.271 mmol) in tetrahydrofuran (10 mL) were added oxalyl chloride (58 μL, 0.676 mmol) and N,N-dimethylformamide (20 μL), and the mixture was stirred at room temperature for 1 hr. The reaction mixture was concentrated under reduced pressure, and the residue was dissolved in N,N-dimethylacetamide (2 mL). N-[6-(3-Aminophenoxy)-7-cyano-1,3-benzothiazol-2-yl]cyclopropanecarboxamide (80 mg, 0.228 mmol) produced in Example 3(vi) w... Reactants: Cc1[nH]c(=S)[nH]c1-c1cc(C(C)(C)C)c(O)c(C(C)(C)C)c1, O=C([O-])[O-], CI, CC(C)=O, [K+], [K+]. Product: CSc1nc(-c2cc(C(C)(C)C)c(O)c(C(C)(C)C)c2)c(C)[nH]1. Reaction SMILES: [C:1]([CH3:2])([CH3:3])([CH3:4])[c:5]1[cH:6][c:7](-[c:16]2[nH:17][c:18](=[S:22])[nH:19][c:20]2[CH3:21])[cH:8][c:9]([C:12]([CH3:13])([CH3:14])[CH3:15])[c:10]1[OH:11].[C:23](=[O:24])([O-:25])[O-:26].[CH3:29][I:30].[CH3:31][C:32](=[O:33])[CH3:34].[K+:27].[K+:28]>>[C:1]([CH3:2])([CH3:3])([CH3:4])[c:5]1[cH:6][c:7](-[c:16]2[n:17][c:18]([S:22][CH3:23])[nH:19][c:20]2[CH3:21])[cH:8][c:9]([C:12]([CH3:13])([CH3:14])[CH3:15])[c:10]1[OH:11]. Reactants: Cl.Cl.NC1=CC=CC(=N1)C=1N=C(SC1)N=C(N)N (4-(6-aminopyridin-2-yl)-2-(diaminomethyleneamino)thiazole dihydrochloride), [OH-].[Na+] (sodium hydroxide). The solvent is O (water). Yields the product NC1=CC=CC(=N1)C=1N=C(SC1)N=C(N)N (4-(6-aminopyridin-2-yl)-2-(diaminomethyleneamino)thiazole). Isolated yield 94.9%. RXN SMILES: Cl.Cl.[NH2:3][C:4]1[N:9]=[C:8]([C:10]2[N:11]=[C:12]([N:15]=[C:16]([NH2:18])[NH2:17])[S:13][CH:14]=2)[CH:7]=[CH:6][CH:5]=1.[OH-].[Na+]>O>[NH2:3][C:4]1[N:9]=[C:8]([C:10]2[N:11]=[C:12]([N:15]=[C:16]([NH2:17])[NH2:18])[S:13][CH:14]=2)[CH:7]=[CH:6][CH:5]=1 |f:0.1.2,3.4|. Reported procedure: A solution of 4-(6-aminopyridin-2-yl)-2-(diaminomethyleneamino)thiazole dihydrochloride (5.0 g) in water (50 ml) was adjusted to pH 11 with 5N-sodium hydroxide and the mixture was extracted with a mixture of tetrahydrofuran and ethyl acetate. The extract layer was washed with brine, dried over magnesium sulfate and evaporated in vacuo to give 4-(6-aminopyridin-2-yl)-2-(diaminomethyleneamino)thiazole (3.62 g). Reactants: ClC(C#C)(C)C (3-chloro-3-methylbut-1-yne), C([O-])([O-])=O.[K+].[K+] (potassium carbonate), BrC=1C=C2C(=NC1)OC1=CC=C(C=C1[C@]21N=C(OC1)N)C=1C=NC=CC1 ((S)-3-bromo-7-(pyridin-3-yl)-5′H-spiro[chromeno[2,3-b]pyridine-5,4′-oxazol]-2′-amine), Cl.N1CCC1 (azetidine hydrochloride), palladiumtetrakistriphenylphosphine. The reagents and catalysts are [Cu]I (copper(i) iodide). Run in CN(C)C=O (DMF), O (water). Reaction conditions: temperature 80 celsius. Product: N1(CCC1)C(C#CC=1C=C2C(=NC1)OC1=CC=C(C=C1[C@]21N=C(OC1)N)C=1C=NC=CC1)(C)C ((S)-3-(3-(azetidin-1-yl)-3-methylbut-1-ynyl)-7-(pyridin-3-yl)-5′H-spiro[chromeno[2,3-b]pyridine-5,4′-oxazol]-2′-amine). As a reaction SMILES: C(=O)([O-])[O-].[K+].[K+].Br[C:8]1[CH:9]=[C:10]2[C@:21]3([CH2:25][O:24][C:23]([NH2:26])=[N:22]3)[C:20]3[C:15](=[CH:16][CH:17]=[C:18]([C:27]4[CH:28]=[N:29][CH:30]=[CH:31][CH:32]=4)[CH:19]=3)[O:14][C:11]2=[N:12][CH:13]=1.Cl.[NH:34]1[CH2:37][CH2:36][CH2:35]1.Cl[C:39]([CH3:43])([CH3:42])[C:40]#[CH:41]>[Cu]I.O.CN(C=O)C>[N:34]1([C:39]([CH3:43])([CH3:42])[C:40]#[C:41][C:8]2[CH:9]=[C:10]3[C@:21]4([CH2:25][O:24][C:23]([NH2:26])=[N:22]4)[C:20]4[C:15](=[CH:16][CH:17]=[C:18]([C:27]5[CH:28]=[N:29][CH:30]=[CH:31][CH:32]=5)[CH:19]=4)[O:14][C:11]3=[N:12][CH:13]=2)[CH2:37][CH2:36][CH2:35]1 |f:0.1.2,4.5|. Reported procedure: A vial charged with potassium carbonate (0.338 g, 2.444 mmol), (S)-3-bromo-7-(pyridin-3-yl)-5′H-spiro[chromeno[2,3-b]pyridine-5,4′-oxazol]-2′-amine (0.100 g, 0.244 mmol), azetidine hydrochloride (0.209 g, 3.67 mmol), copper(i) iodide (4.65 mg, 0.024 mmol), and palladiumtetrakistriphenylphosphine (0.028 g, 0.024 mmol) was treated with 2 mL DMF and was thoroughly degassed with argon gas. 3-chloro-3-methylbut-1-yne (0.125 g, 1.222 mmol) was added, the vial was placed under argon, and was heated to ... The reactants are ClC1=C(C=CC=C1)C1=NCC(NC2=C1C=C(C(=C2)O)C#N)=O (5-(2-chlorophenyl)-7-cyano-1,3-dihydro-8-hydroxy-2H-1,4-benzodiazepin-2-one), C([O-])([O-])=O.[Na+].[Na+] (sodium carbonate), ClCCCN1CCOCC1 (4-(3-chloropropyl)-morpholine). The solvent is CN(C=O)C (dimethylformamide). Run at temperature 50 celsius, time 24 hour. The product is ClC1=C(C=CC=C1)C1=NCC(NC2=C1C=C(C(=C2)OCCCN2CCOCC2)C#N)=O (5-(2-chlorophenyl)-7-cyano-1,3-dihydro-8-(3-(4-morpholinyl)propoxy)-2H-1,4-benzodiazepin-2-one). The yield is 44.0%. As a reaction SMILES: [Cl:1][C:2]1[CH:7]=[CH:6][CH:5]=[CH:4][C:3]=1[C:8]1[C:14]2[CH:15]=[C:16]([C:20]#[N:21])[C:17]([OH:19])=[CH:18][C:13]=2[NH:12][C:11](=[O:22])[CH2:10][N:9]=1.C(=O)([O-])[O-].[Na+].[Na+].Cl[CH2:30][CH2:31][CH2:32][N:33]1[CH2:38][CH2:37][O:36][CH2:35][CH2:34]1>CN(C)C=O>[Cl:1][C:2]1[CH:7]=[CH:6][CH:5]=[CH:4][C:3]=1[C:8]1[C:14]2[CH:15]=[C:16]([C:20]#[N:21])[C:17]([O:19][CH2:30][CH2:31][CH2:32][N:33]3[CH2:38][CH2:37][O:36][CH2:35][CH2:34]3)=[CH:18][C:13]=2[NH:12][C:11](=[O:22])[CH2:10][N:9]=1 |f:1.2.3|. Procedure details: A mixture of 0.322 g (0.00103 mole) of 5-(2-chlorophenyl)-7-cyano-1,3-dihydro-8-hydroxy-2H-1,4-benzodiazepin-2-one (Iqq), 6 mL of dimethylformamide, 0.132 g (0.00124 mole) of sodium carbonate and 0.2028 g (0.00124 mole) of 4-(3-chloropropyl)-morpholine was stirred 50° C. under an atmosphere of argon for 24 hours. The mixture was then cooled and partitioned between ethyl acetate and water. The aqueous phase was reextracted with ethyl acetate and the ethyl acetate extracts were then dried over anh...